From a dataset of the Open Reaction Database (ORD), a public repository of structured organic reaction records. describe an organic reaction: reactants, conditions, products, and yield Reaction SMILES: [NH:1]1[C:9]2[C:4](=[CH:5][CH:6]=[CH:7][CH:8]=2)[C:3]([C:10]2[NH:14][C:13]3[CH:15]=[CH:16][C:17]([C:19](O)=[O:20])=[CH:18][C:12]=3[N:11]=2)=[N:2]1.[CH:22]1([CH2:28][NH2:29])[CH2:27][CH2:26][CH2:25][CH2:24][CH2:23]1>>[CH:22]1([CH2:28][NH:29][C:19]([C:17]2[CH:16]=[CH:15][C:13]3[NH:14][C:10]([C:3]4[C:4]5[C:9](=[CH:8][CH:7]=[CH:6][CH:5]=5)[NH:1][N:2]=4)=[N:11][C:12]=3[CH:18]=2)=[O:20])[CH2:27][CH2:26][CH2:25][CH2:24][CH2:23]1. The product is C1(CCCCC1)CNC(=O)C1=CC2=C(NC(=N2)C2=NNC3=CC=CC=C23)C=C1 (2-(1H-Indazol-3-yl)-1H-benzimidazole-5-carboxylic acid N-(cyclohexylmethyl)amide). Reported procedure: Starting with 20 mg of 2-(1H-indazol-3-yl)-1H-benzimidazole-5-carboxylic acid and 18.7 ml of cyclohexylmethylamine, 16.1 mg of 2-(1H-indazol-3-yl)-1H-benzimidazole-5-carboxylic acid N-cyclohexylmethyl)amide are obtained in the form of a white powder. Starting materials: N1N=C(C2=CC=CC=C12)C1=NC2=C(N1)C=CC(=C2)C(=O)O (2-(1H-indazol-3-yl)-1H-benzimidazole-5-carboxylic acid), amide, C1(CCCCC1)CN (cyclohexylmethylamine), 2-(1H-indazol-3-yl)-1H-benzimidazole-5-carboxylic acid N-cyclohexylmethyl. Reactants: CC1Cc2ccc(Br)cc2CN1c1cc(N2CCN(C)CC2)nc(N)n1, O=C([O-])O, C1COCCO1, CO, [Na+], CC1(C)OB(c2cnn(C3CCS(=O)(=O)C3)c2)OC1(C)C, O, c1ccc(P(c2ccccc2)(c2ccccc2)[Pd](P(c2ccccc2)(c2ccccc2)c2ccccc2)(P(c2ccccc2)(c2ccccc2)c2ccccc2)P(c2ccccc2)(c2ccccc2)c2ccccc2)cc1. Yields the product CC1Cc2ccc(-c3cnn(C4CCS(=O)(=O)C4)c3)cc2CN1c1cc(N2CCN(C)CC2)nc(N)n1. As a reaction SMILES: [Br:1][c:2]1[cH:3][cH:4][c:5]2[c:10]([cH:11]1)[CH2:9][N:8]([c:12]1[n:13][c:14]([NH2:25])[n:15][c:16]([N:18]3[CH2:19][CH2:20][N:21]([CH3:24])[CH2:22][CH2:23]3)[cH:17]1)[CH:7]([CH3:26])[CH2:6]2.[C:48](=[O:49])([OH:50])[O-:51].[CH2:53]1[O:54][CH2:55][CH2:56][O:57][CH2:58]1.[CH3:59][OH:60].[Na+:52].[O:27]=[S:28]1(=[O:47])[CH2:29][CH:30]([n:33]2[n:34][cH:35][c:36]([B:38]3[O:39][C:40]([CH3:41])([CH3:42])[C:43]([CH3:44])([CH3:45])[O:46]3)[cH:37]2)[CH2:31][CH2:32]1.[OH2:138].[cH:61]1[cH:62][cH:63][c:64]([P:65]([Pd:66]([P:67]([c:68]2[cH:69][cH:70][cH:71][cH:72][cH:73]2)([c:74]2[cH:75][cH:76][cH:77][cH:78][cH:79]2)[c:80]2[cH:81][cH:82][cH:83][cH:84][cH:85]2)([P:86]([c:87]2[cH:88][cH:89][cH:90][cH:91][cH:92]2)([c:93]2[cH:94][cH:95][cH:96][cH:97][cH:98]2)[c:99]2[cH:100][cH:101][cH:102][cH:103][cH:104]2)[P:105]([c:106]2[cH:107][cH:108][cH:109][cH:110][cH:111]2)([c:112]2[cH:113][cH:114][cH:115][cH:116][cH:117]2)[c:118]2[cH:119][cH:120][cH:121][cH:122][cH:123]2)([c:124]2[cH:125][cH:126][cH:127][cH:128][cH:129]2)[c:130]2[cH:131][cH:132][cH:133][cH:134][cH:135]2)[cH:136][cH:137]1>>[c:2]1(-[c:36]2[cH:35][n:34][n:33]([CH:30]3[CH2:29][S:28](=[O:27])(=[O:47])[CH2:32][CH2:31]3)[cH:37]2)[cH:3][cH:4][c:5]2[c:10]([cH:11]1)[CH2:9][N:8]([c:12]1[n:13][c:14]([NH2:25])[n:15][c:16]([N:18]3[CH2:19][CH2:20][N:21]([CH3:24])[CH2:22][CH2:23]3)[cH:17]1)[CH:7]([CH3:26])[CH2:6]2. The reactants are C(#N)C=1C=C(C=CC1)[C@@H]1OCCCN(C1)C=1N(C(C=C(N1)C1=NC=NC=C1)=O)C ((S)-2-[2-(3-cyano-phenyl)-[1,4]oxazepan-4-yl]-1-methyl-1H-[4,4′]bipyrimidinyl-6-one), NO (hydroxylamine), C1(=CC=CC=C1)C (toluene), COC(N(C)C)OC (N,N-dimethylformamide dimethylacetal). Run in C(C)O (ethanol). Conditions: temperature 80 celsius, time 2 hour. Product: CN1C(=NC(=CC1=O)C1=NC=NC=C1)N1C[C@@H](OCCC1)C1=CC(=CC=C1)C1=NOC(=N1)C ((S)-1-Methyl-2-{2-[3-(5-methyl-[1,2,4]oxadiazol-3-yl)phenyl]-[1,4]oxazepan-4-yl}-1H-[4,4′]bipyrimidinyl-6-one), solid. Yield: 89.0%. Reaction SMILES: [C:1]([C:3]1[CH:4]=[C:5]([C@H:9]2[CH2:15][N:14]([C:16]3[N:17]([CH3:29])[C:18](=[O:28])[CH:19]=[C:20]([C:22]4[CH:27]=[CH:26][N:25]=[CH:24][N:23]=4)[N:21]=3)[CH2:13][CH2:12][CH2:11][O:10]2)[CH:6]=[CH:7][CH:8]=1)#[N:2].NO.[C:32]1(C)C=CC=CC=1.C[O:40][CH:41](OC)[N:42](C)C>C(O)C>[CH3:29][N:17]1[C:18](=[O:28])[CH:19]=[C:20]([C:22]2[CH:27]=[CH:26][N:25]=[CH:24][N:23]=2)[N:21]=[C:16]1[N:14]1[CH2:13][CH2:12][CH2:11][O:10][C@@H:9]([C:5]2[CH:6]=[CH:7][CH:8]=[C:3]([C:1]3[N:42]=[C:41]([CH3:32])[O:40][N:2]=3)[CH:4]=2)[CH2:15]1. Procedure details: To a solution of (S)-2-[2-(3-cyano-phenyl)-[1,4]oxazepan-4-yl]-1-methyl-1H-[4,4′]bipyrimidinyl-6-one (A039) (250 mg, 0.644 mmol) in ethanol (1.29 ml) was added 50 wt. %—hydroxylamine aqueous solution (128 mg, 1.93 mmol) at room temperature. The mixture was stirred at 80° C. for 2 hours and concentrated. The residue was partitioned between water and chloroform. The organic layer was dried over sodium sulfate and concentrated in vacuo. To the residue was added toluene (1.29 ml) and N,N-dimethylfor... Reactants: ClC1=CC=C(C=O)C=C1 (4-chlorobenzaldehyde), C(C)OC(C=C(OCC)N)=O (3-amino-3-ethoxyacrylic acid ethyl ester). The solvent is alcohol. The product is C(C)OC(=O)C1=C(N=C(C(C1C1=CC=C(C=C1)Cl)C(=O)OCC)OCC)N (2-amino-4-(4-chlorophenyl)-6-ethoxy-4,5-dihydropyridine-3,5-dicarboxylic acid diethyl ester), ethyl acetate petroleum ether. The yield is 56.0%. Reaction SMILES: [Cl:1][C:2]1[CH:9]=[CH:8][C:5]([CH:6]=O)=[CH:4][CH:3]=1.[CH2:10]([O:12][C:13](=[O:20])[CH:14]=[C:15]([NH2:19])[O:16][CH2:17][CH3:18])[CH3:11]>>[CH2:10]([O:12][C:13]([C:14]1[CH:6]([C:5]2[CH:8]=[CH:9][C:2]([Cl:1])=[CH:3][CH:4]=2)[CH:14]([C:13]([O:12][CH2:10][CH3:11])=[O:20])[C:15]([O:16][CH2:17][CH3:18])=[N:19][C:15]=1[NH2:19])=[O:20])[CH3:11]. Reported procedure: Boiling a solution of 7.1 g of 4-chlorobenzaldehyde and 15.9 g of 3-amino-3-ethoxyacrylic acid ethyl ester in 50 ml of alcohol for 8 hours yields 2-amino-4-(4-chlorophenyl)-6-ethoxy-4,5-dihydropyridine-3,5-dicarboxylic acid diethyl ester of melting point 130°-132° C (ethyl acetate/petroleum ether). Yield: 56% of theory. The reactants are CSc1nc(Cl)c(-c2ccccc2)c(NS(=O)(=O)c2ccc(C(C)(C)C)cc2)n1, NCCO. Product: CSc1nc(NS(=O)(=O)c2ccc(C(C)(C)C)cc2)c(-c2ccccc2)c(OCCN)n1. RXN SMILES: [C:1]([CH3:2])([CH3:3])([CH3:4])[c:5]1[cH:6][cH:7][c:8]([S:11](=[O:12])(=[O:13])[NH:14][c:15]2[n:16][c:17]([S:28][CH3:29])[n:18][c:19]([Cl:27])[c:20]2-[c:21]2[cH:22][cH:23][cH:24][cH:25][cH:26]2)[cH:9][cH:10]1.[NH2:30][CH2:31][CH2:32][OH:33]>>[C:1]([CH3:2])([CH3:3])([CH3:4])[c:5]1[cH:6][cH:7][c:8]([S:11](=[O:12])(=[O:13])[NH:14][c:15]2[n:16][c:17]([S:28][CH3:29])[n:18][c:19]([O:33][CH2:32][CH2:31][NH2:30])[c:20]2-[c:21]2[cH:22][cH:23][cH:24][cH:25][cH:26]2)[cH:9][cH:10]1. Reactants: C(C1=CC=CC=C1)ONC(=O)[C@@H](CCCC1CCCC1)[C@H](C(=O)NN(C(CC(=O)C=1NC=CN1)=O)CC(C)C)CC(C)C (2(R)-[1(S)-(N-benzyloxycarbamoyl)-4-cyclopentylbutyl]-2′-isobutyl-2′-[2-(imidazoyl)acetyl]-4-methylvalerohydrazide). The reagents and catalysts are [Pd] (palladium-on-carbon). Run in CO (methanol). Yields the product C1(CCCC1)CCC[C@H](C(NO)=O)[C@H](C(=O)NN(C(CC(=O)C=1NC=CN1)=O)CC(C)C)CC(C)C (2(R)-[4-cyclopentyl-1(S)-(hydroxycarbamoyl)butyl]-2′-isobutyl-2′-[2-(imidazoyl)acetyl]-4-methylvalerohydrazide). The yield is 75.2%. RXN SMILES: C([O:8][NH:9][C:10]([C@H:12]([C@@H:21]([CH2:40][CH:41]([CH3:43])[CH3:42])[C:22]([NH:24][N:25]([CH2:36][CH:37]([CH3:39])[CH3:38])[C:26](=[O:35])[CH2:27][C:28]([C:30]1[NH:31][CH:32]=[CH:33][N:34]=1)=[O:29])=[O:23])[CH2:13][CH2:14][CH2:15][CH:16]1[CH2:20][CH2:19][CH2:18][CH2:17]1)=[O:11])C1C=CC=CC=1>CO.[Pd]>[CH:16]1([CH2:15][CH2:14][CH2:13][C@@H:12]([C@@H:21]([CH2:40][CH:41]([CH3:43])[CH3:42])[C:22]([NH:24][N:25]([CH2:36][CH:37]([CH3:39])[CH3:38])[C:26](=[O:35])[CH2:27][C:28]([C:30]2[NH:31][CH:32]=[CH:33][N:34]=2)=[O:29])=[O:23])[C:10](=[O:11])[NH:9][OH:8])[CH2:20][CH2:19][CH2:18][CH2:17]1. Reported procedure: A solution of 0.130 g of 2(R)-[1(S)-(N-benzyloxycarbamoyl)-4-cyclopentylbutyl]-2′-isobutyl-2′-[2-(imidazoyl)acetyl]-4-methylvalerohydrazide in 3 ml of methanol was hydrogenated in the presence of 0.040 g of 5% palladium-on-carbon for 4 hours. Filtration and evaporation gave a residue which was triturated with diethyl ether. Filtration gave 0.083 g of 2(R)-[4-cyclopentyl-1(S)-(hydroxycarbamoyl)butyl]-2′-isobutyl-2′-[2-(imidazoyl)acetyl]-4-methylvalerohydrazide in the form of a white solid.